From a dataset of the Open Reaction Database (ORD), a public repository of structured organic reaction records. describe an organic reaction: reactants, conditions, products, and yield Reactants: FC1=C(C=C(C=C1)F)B(O)O (2,5-difluorophenyl boronic acid), N1(CCCCCC1)CCOC1=CC=C(C(=O)C2=C(C=CC3=CC(=CC=C23)OC)OS(=O)(=O)C(F)(F)F)C=C1 (trifluoromethanesulfonic acid 1-[4-(2-azepan-1-yl-ethoxy)-benzoyl]-6-methoxynaphthalen-2-yl ester), [F-].[Cs+] (cesium fluoride). The reagents and catalysts are Cl[Pd]([P](C1=CC=CC=C1)(C2=CC=CC=C2)C3=CC=CC=C3)([P](C4=CC=CC=C4)(C5=CC=CC=C5)C6=CC=CC=C6)Cl (trans-dichlorobis(triphenylphosphine)palladium). The solvent is C(C)#N (acetonitrile). Yields the product N1(CCCCCC1)CCOC1=CC=C(C=C1)C(=O)C1=C(C=CC2=CC(=CC=C12)OC)C1=C(C=CC(=C1)F)F ([4-(2-Azepan-1-yl-ethoxy)-phenyl]-[2-(2,5-difluoro-phenyl)-6-methoxy-naphthalen-1-yl]-methanone). Isolated yield 93.0%. As a reaction SMILES: [N:1]1([CH2:8][CH2:9][O:10][C:11]2[CH:38]=[CH:37][C:14]([C:15]([C:17]3[C:26]4[C:21](=[CH:22][C:23]([O:27][CH3:28])=[CH:24][CH:25]=4)[CH:20]=[CH:19][C:18]=3OS(C(F)(F)F)(=O)=O)=[O:16])=[CH:13][CH:12]=2)[CH2:7][CH2:6][CH2:5][CH2:4][CH2:3][CH2:2]1.[F:39][C:40]1[CH:45]=[CH:44][C:43]([F:46])=[CH:42][C:41]=1B(O)O.[F-].[Cs+]>C(#N)C.Cl[Pd](Cl)([P](C1C=CC=CC=1)(C1C=CC=CC=1)C1C=CC=CC=1)[P](C1C=CC=CC=1)(C1C=CC=CC=1)C1C=CC=CC=1>[N:1]1([CH2:8][CH2:9][O:10][C:11]2[CH:38]=[CH:37][C:14]([C:15]([C:17]3[C:26]4[C:21](=[CH:22][C:23]([O:27][CH3:28])=[CH:24][CH:25]=4)[CH:20]=[CH:19][C:18]=3[C:44]3[CH:45]=[C:40]([F:39])[CH:41]=[CH:42][C:43]=3[F:46])=[O:16])=[CH:13][CH:12]=2)[CH2:2][CH2:3][CH2:4][CH2:5][CH2:6][CH2:7]1 |f:2.3,^1:57,76|. Reported procedure: Dissolve trifluoromethanesulfonic acid 1-[4-(2-azepan-1-yl-ethoxy)-benzoyl]-6-methoxynaphthalen-2-yl ester (2.00 g, 3.63 mmol) in 5 mL of degassed acetonitrile and add 2,5-difluorophenyl boronic acid (1.15 g, 7.26 mmol), trans[dichlorobis(triphenylphosphine)]palladium II (0.51 g, 0.73 mmol) and sonicate briefly. Next add cesium fluoride (4.96 g, 32.76 mmol) and heat to 75° C. for one hour. Add Celite and filter. Concentrate the solvent under vacuum, dissolve in methanol and purify on an SCX cart... Starting materials: Cl (hydrochloride), BrC=1C(=NN(C1C1=CC=CC=C1)C)C1=CC=CC=C1 (4-bromo-1-methyl-3,5-diphenylpyrazole), copper(1)salt, C1(=CC=CC=C1)S (benzenethiol), N1=CC=CC2=CC=CC=C12 (quinoline). Run in N1=CC=CC=C1 (pyridine). Conditions: time 8 hour. Yields the product CN1N=C(C(=C1C1=CC=CC=C1)SC1=CC=CC=C1)C1=CC=CC=C1 (1-Methyl-3,5-diphenyl-4-(phenylthio)pyrazole). As a reaction SMILES: Br[C:2]1[C:3]([C:14]2[CH:19]=[CH:18][CH:17]=[CH:16][CH:15]=2)=[N:4][N:5]([CH3:13])[C:6]=1[C:7]1[CH:12]=[CH:11][CH:10]=[CH:9][CH:8]=1.[C:20]1([SH:26])[CH:25]=[CH:24][CH:23]=[CH:22][CH:21]=1.N1C2C(=CC=CC=2)C=CC=1.Cl>N1C=CC=CC=1>[CH3:13][N:5]1[C:6]([C:7]2[CH:12]=[CH:11][CH:10]=[CH:9][CH:8]=2)=[C:2]([S:26][C:20]2[CH:25]=[CH:24][CH:23]=[CH:22][CH:21]=2)[C:3]([C:14]2[CH:19]=[CH:18][CH:17]=[CH:16][CH:15]=2)=[N:4]1. Reported procedure: A mixture of 4-bromo-1-methyl-3,5-diphenylpyrazole (21.84 g, 0.07 mole), copper(1)salt of benzenethiol (14.67 g, 0.085 mole), pyridine (10 ml) and quinoline (100 ml) is stirred and heated at 175° C. to 185° C. (reflux) for 8 hours. The reaction mixture is allowed to stand overnight at room temperature. The mixture is poured into dilute hydrochloride acid and extracted with benzene. The benzene layer is separated and stripped in vacuo to give a brown syrup. The syrup is extracted with a hot mixtu... The reactants are ClC1=NC=C(C(=O)NC2(CCCCC2)CO)C=C1 (6-chloro-N-[1-(hydroxymethyl)cyclohexyl]nicotinamide), S(=O)(Cl)Cl (thionyl chloride), C([O-])([O-])=O.[K+].[K+] (potassium carbonate). Run in C(Cl)(Cl)Cl (chloroform). The product is ClC1=CC=C(C=N1)C1=NC2(CO1)CCCCC2 (2-(6-chloropyridin-3-yl)-3-oxa-1-azaspiro[4.5]dec-1-ene). The yield is 55.0%. Reaction SMILES: [Cl:1][C:2]1[CH:18]=[CH:17][C:5]([C:6]([NH:8][C:9]2([CH2:15][OH:16])[CH2:14][CH2:13][CH2:12][CH2:11][CH2:10]2)=O)=[CH:4][N:3]=1.S(Cl)(Cl)=O.C(=O)([O-])[O-].[K+].[K+]>C(Cl)(Cl)Cl>[Cl:1][C:2]1[N:3]=[CH:4][C:5]([C:6]2[O:16][CH2:15][C:9]3([CH2:14][CH2:13][CH2:12][CH2:11][CH2:10]3)[N:8]=2)=[CH:17][CH:18]=1 |f:2.3.4|. Reported procedure: To a solution of 6-chloro-N-[1-(hydroxymethyl)cyclohexyl]nicotinamide ax47 (2.17 g, 8.06 mmol, 1 eq) in chloroform (80 ml) is added thionyl chloride (1.8 ml, 24.18 mmol, 3 eq). The mixture is stirred at reflux for 2 h 30 before removing the volatiles under vacuum. The residue is dissolved in acetone and treated with potassium carbonate (2 eq), at reflux. After an aqueous work-up, the organic phase is dried over magnesium sulfate and concentrated in vacuo to give 1.86 g of a yellow solid. Purific... Starting materials: NC=1C(N(C(N(C1N)CC)=O)CC)=O (5,6-diamino-1,3-diethyluracil), BrC=1C=C(C=CC(=O)O)C=CC1OC (3-bromo-4methoxycinnamic acid). The product is BrC=1C=C(/C=C/C2=NC=3N(C(N(C(C3N2)=O)CC)=O)CC)C=CC1OC ((E)-8-(3-Bromo-4-methoxystyryl)-1,3-diethylxanthine). The yield is 17.1%. Reaction SMILES: [NH2:1][C:2]1[C:3](=[O:14])[N:4]([CH2:12][CH3:13])[C:5](=[O:11])[N:6]([CH2:9][CH3:10])[C:7]=1[NH2:8].[Br:15][C:16]1[CH:17]=[C:18]([CH:24]=[CH:25][C:26]=1[O:27][CH3:28])[CH:19]=[CH:20][C:21](O)=O>>[Br:15][C:16]1[CH:17]=[C:18]([CH:24]=[CH:25][C:26]=1[O:27][CH3:28])/[CH:19]=[CH:20]/[C:21]1[NH:1][C:2]2[C:3](=[O:14])[N:4]([CH2:12][CH3:13])[C:5](=[O:11])[N:6]([CH2:9][CH3:10])[C:7]=2[N:8]=1. Procedure: Substantially the same procedure as in Example 7 was repeated using 2.00 g (10.1 mmol) of 5,6-diamino-1,3-diethyluracil and 2.72 g (10.6 mmol) of 3-bromo-4methoxycinnamic acid. Then, the resultant crude crystals were recrystallized from dioxane to give 726 mg (yield 17%) of Compound 118 as pale brown needles. The reagents and catalysts are CC(=O)[O-].CC(=O)[O-].[Pd+2] (Pd(OAc)2). Solvent: O1CCOCC1 (dioxane), CCOCC (ether). Reaction conditions: temperature 100 celsius. As a reaction SMILES: [C:1]([C:5]1[CH:10]=[CH:9][CH:8]=[CH:7][CH:6]=1)(=[O:4])[CH2:2][CH3:3].[C:11]1(C)[CH:16]=[CH:15]C=[CH:13][C:12]=1C1(C)C=CC(S([O-])(=O)=O)=CC1.C[C:30]([O-:33])(C)C.[Na+].[CH3:35]C1C=CC(C2C=C(S([O-])(=O)=O)C=CC=2C)=CC=1>O1CCOCC1.CCOCC.CC([O-])=O.CC([O-])=O.[Pd+2]>[CH3:30][O:33][C:11]1[CH:16]=[CH:15][C:3]([CH:2]([CH3:35])[C:1]([C:5]2[CH:10]=[CH:9][CH:8]=[CH:7][CH:6]=2)=[O:4])=[CH:13][CH:12]=1 |f:2.3,7.8.9|. Product: COC1=CC=C(C=C1)C(C(=O)C1=CC=CC=C1)C (2-(4-Methoxyphenyl)-1-phenyl-1-propanone). Isolated yield 60.0%. The reactants are CC1=CC=C(C=C1)C1=C(C=CC(=C1)S(=O)(=O)[O-])C (4-methylphenyl-p-toluene sulfonate), CC(C)(C)[O-].[Na+] (NaOtBu), C(CC)(=O)C1=CC=CC=C1 (Propiophenone), C(CC)(=O)C1=CC=CC=C1 (propiophenone), C1(=C(C=CC=C1)C1(CC=C(S(=O)(=O)[O-])C=C1)C)C (p-tolyltosylate), ligand, PTFE. Reported procedure: Reaction of propiophenone with p-tolyltosylate: Pd(OAc)2 (9.0 mg, 0.040 mmol), ligand (27.1 mg, 0.050 mmol), NaOtBu (144 mg, 1.50 mmol) and 4-methylphenyl-p-toluene sulfonate (262 mg, 1.00 mmol) were suspended in 1 mL of dioxane in a screw-capped vial. The vial was sealed with a cap containing a PTFE septum and removed from the dry box. Propiophenone (132 mg, 1.10 mmol) was added to the reaction mixture by syringe. The reaction mixture was stirred at 100° C. and monitored by GC analysis. The cru... Starting materials: C(C=C)(=O)OC (methyl acrylate), CNC(=O)C1=C(OC2=NC(=C(C=C21)C2CC2)N(S(=O)(=O)C)CCC=C)C2=CC=C(C=C2)C (6-(But-3-enyl-methanesulfonyl-amino)-5-cyclopropyl-2-p-tolyl-furo[2,3-b]pyridine-3-carboxylic acid methylamide). The reagents and catalysts are Cl[Ru]([P](C1CCCCC1)(C2CCCCC2)C3CCCCC3)(=CC4=CC=CC=C4)(Cl)=C5N(C6=C(C)C=C(C)C=C6C)CCN5C7=C(C)C=C(C)C=C7C (Grubbs II). Run in C(Cl)Cl (DCM), C(Cl)Cl (DCM). Run at time 2 hour. Product: COC(C=CCCN(S(=O)(=O)C)C1=C(C=C2C(=N1)OC(=C2C(NC)=O)C2=CC=C(C=C2)C)C2CC2)=O (5-[(5-Cyclopropyl-3-methylcarbamoyl-2-p-tolyl-furo[2,3-b]pyridin-6-yl)-methanesulfonyl-amino]-pent-2-enoic acid methyl ester). The yield is 62.2%. As a reaction SMILES: [C:1]([O:5][CH3:6])(=[O:4])[CH:2]=[CH2:3].[CH3:7][NH:8][C:9]([C:11]1[C:19]2[C:14](=[N:15][C:16]([N:23]([CH2:28][CH2:29]C=C)[S:24]([CH3:27])(=[O:26])=[O:25])=[C:17]([CH:20]3[CH2:22][CH2:21]3)[CH:18]=2)[O:13][C:12]=1[C:32]1[CH:37]=[CH:36][C:35]([CH3:38])=[CH:34][CH:33]=1)=[O:10]>Cl[Ru](=C1N(C2C(C)=CC(C)=CC=2C)CCN1C1C(C)=CC(C)=CC=1C)(Cl)(=CC1C=CC=CC=1)[P](C1CCCCC1)(C1CCCCC1)C1CCCCC1.C(Cl)Cl>[CH3:6][O:5][C:1](=[O:4])[CH:2]=[CH:3][CH2:29][CH2:28][N:23]([C:16]1[N:15]=[C:14]2[O:13][C:12]([C:32]3[CH:33]=[CH:34][C:35]([CH3:38])=[CH:36][CH:37]=3)=[C:11]([C:9](=[O:10])[NH:8][CH3:7])[C:19]2=[CH:18][C:17]=1[CH:20]1[CH2:22][CH2:21]1)[S:24]([CH3:27])(=[O:26])=[O:25] |^1:71|. Procedure details: To a solution of Grubbs II catalyst (4.7 mg, 0.005 mmol, 0.05 equiv) in DCM (1.0 mL) was added methyl acrylate (95 mg, 1.1 mmol, 10 equiv) followed by a solution of 6-(But-3-enyl-methanesulfonyl-amino)-5-cyclopropyl-2-p-tolyl-furo[2,3-b]pyridine-3-carboxylic acid methylamide (50 mg, 0.11 mmol, 1.0 equiv) in DCM (1.0 mL). The solution was stirred at room temperature for 2 hours, after which the solvent was removed under vacuum. The residue was purified by silica gel column chromatography, EtOAc/h... Starting materials: solid, Cl.Cl.Cl.CC=1C2=C(C(=NC1)N1CCN(CC1)CC[C@@H]1CC[C@H](CC1)N)C=CO2 (trans-4-{2-[4-(7-methyl-furo[3,2-c]pyridin-4-yl)-piperazin-1-yl]-ethyl}-cyclohexylamine trihydrochloride), Cl.Cl.Cl.CC=1C2=C(C(=NC1)N1CCN(CC1)CC[C@@H]1CC[C@H](CC1)N)C=CO2 (trans-4-{2-[4-(7-methyl-furo[3,2-c]pyridin-4-yl)-piperazin-1-yl]-ethyl}-cyclohexylamine trihydrochloride), O1CCC(CC1)C(=O)O (tetrahydropyran-4-yl-carboxylic acid). Yields the product CC=1C2=C(C(=NC1)N1CCN(CC1)CC[C@@H]1CC[C@H](CC1)NC(=O)C1CCOCC1)C=CO2 (trans-Tetrahydro-pyran-4-carboxylic acid (4-{2-[4-(7-methyl-furo[3,2-c]pyridin-4-yl)-piperazin-1-yl]-ethyl}-cyclohexyl)-amide). As a reaction SMILES: Cl.Cl.Cl.[CH3:4][C:5]1[C:6]2[O:28][CH:27]=[CH:26][C:7]=2[C:8]([N:11]2[CH2:16][CH2:15][N:14]([CH2:17][CH2:18][C@H:19]3[CH2:24][CH2:23][C@H:22]([NH2:25])[CH2:21][CH2:20]3)[CH2:13][CH2:12]2)=[N:9][CH:10]=1.[O:29]1[CH2:34][CH2:33][CH:32]([C:35](O)=[O:36])[CH2:31][CH2:30]1>>[CH3:4][C:5]1[C:6]2[O:28][CH:27]=[CH:26][C:7]=2[C:8]([N:11]2[CH2:12][CH2:13][N:14]([CH2:17][CH2:18][C@H:19]3[CH2:20][CH2:21][C@H:22]([NH:25][C:35]([CH:32]4[CH2:33][CH2:34][O:29][CH2:30][CH2:31]4)=[O:36])[CH2:23][CH2:24]3)[CH2:15][CH2:16]2)=[N:9][CH:10]=1 |f:0.1.2.3|. Procedure details: The title compound, white solid (121 mg, 89%), MS (ISP) m/z=455.4 [(M+H)+], mp 228° C., was prepared in accordance with the general method of example 32 from trans-4-{2-[4-(7-methyl-furo[3,2-c]pyridin-4-yl)-piperazin-1-yl]-ethyl}-cyclohexylamine trihydrochloride (intermediate F) (136 mg, 0.3 mmol) and tetrahydropyran-4-yl-carboxylic acid.